This data is from the Open Reaction Database (ORD), a public repository of structured organic reaction records. The task is: describe an organic reaction: reactants, conditions, products, and yield Reaction SMILES: [CH3:18][OH:19].[CH3:1][n:2]1[n:3][cH:4][c:5]([CH:8]=[CH:9][C:10](=[O:11])[O:12][CH2:13][CH3:14])[c:6]1[CH3:7].[ClH:17].[Na+:16].[OH-:15]>>[CH3:1][n:2]1[n:3][cH:4][c:5]([CH:8]=[CH:9][C:10](=[O:11])[OH:12])[c:6]1[CH3:7]. Reactants: CO, CCOC(=O)C=Cc1cnn(C)c1C, Cl, [Na+], [OH-]. Product: Cc1c(C=CC(=O)O)cnn1C. The reactants are BrC1=C(C=CC=C1)CC(=O)O (2-bromophenylacetic acid), COC=1C=C(N)C=C(C1OC)OC (3,4,5-trimethoxyaniline). Yields the product COC=1C=C(C=C(C1OC)OC)NC1=C(C=CC=C1)CC(=O)O (2-[(3,4,5-trimethoxyphenyl)amino]phenylacetic acid). Reaction SMILES: Br[C:2]1[CH:7]=[CH:6][CH:5]=[CH:4][C:3]=1[CH2:8][C:9]([OH:11])=[O:10].[CH3:12][O:13][C:14]1[CH:15]=[C:16]([CH:18]=[C:19]([O:23][CH3:24])[C:20]=1[O:21][CH3:22])[NH2:17]>>[CH3:24][O:23][C:19]1[CH:18]=[C:16]([NH:17][C:2]2[CH:7]=[CH:6][CH:5]=[CH:4][C:3]=2[CH2:8][C:9]([OH:11])=[O:10])[CH:15]=[C:14]([O:13][CH3:12])[C:20]=1[O:21][CH3:22]. Procedure details: In the manner described in example 3, 2-bromophenylacetic acid is condensed with 3,4,5-trimethoxyaniline to yield 2-[(3,4,5-trimethoxyphenyl)amino]phenylacetic acid. Reactants: BrC1=C(C=CC=C1)CC(=O)OCC (ethyl o-bromophenylacetate), [H-].[Al+3].[Li+].[H-].[H-].[H-] (lithium aluminum hydride), O (water), Cl (hydrochloric acid). The solvent is CCOCC (ether), CCOCC (ether). Run at time 3 hour. Yields the product BrC1=C(CCO)C=CC=C1 (o-bromophenethyl alcohol). Yield: 85.9%. Reaction SMILES: [H-].[Al+3].[Li+].[H-].[H-].[H-].[Br:7][C:8]1[CH:13]=[CH:12][CH:11]=[CH:10][C:9]=1[CH2:14][C:15](OCC)=[O:16].O.Cl>CCOCC>[Br:7][C:8]1[CH:13]=[CH:12][CH:11]=[CH:10][C:9]=1[CH2:14][CH2:15][OH:16] |f:0.1.2.3.4.5|. Procedure: To a stirred suspension of 106.0 g of lithium aluminum hydride in 3.7 l of anhydrous ether, is added, dropwise, a solution of 780.0 g of ethyl o-bromophenylacetate in 3.1 l of anhydrous ether. The reaction mixture is stirred for about three hours and then heated under reflux for about five hours. The mixture is cooled, then treated dropwise with 800 ml of water, and 1.5 l of 10% aqueous hydrochloric acid. The ether solution is washed, dried, concentrated, and the residue is distilled to give 554... The reactants are CC(C)(C)OC(=O)N1CCN(CC(=O)Nc2nc(-c3ccco3)c(C(=O)C3CCOCC3)s2)CC1, ClCCl, O=C(O)C(F)(F)F. Yields the product O=C(CN1CCNCC1)Nc1nc(-c2ccco2)c(C(=O)C2CCOCC2)s1. Reaction SMILES: [C:1]([O:2][C:3](=[O:4])[N:8]1[CH2:9][CH2:10][N:11]([CH2:14][C:15](=[O:16])[NH:17][c:18]2[s:19][c:20]([C:28](=[O:29])[CH:30]3[CH2:31][CH2:32][O:33][CH2:34][CH2:35]3)[c:21](-[c:23]3[o:24][cH:25][cH:26][cH:27]3)[n:22]2)[CH2:12][CH2:13]1)([CH3:5])([CH3:6])[CH3:7].[Cl:43][CH2:44][Cl:45].[OH:36][C:37]([C:38]([F:39])([F:40])[F:41])=[O:42]>>[NH:8]1[CH2:9][CH2:10][N:11]([CH2:14][C:15](=[O:16])[NH:17][c:18]2[s:19][c:20]([C:28](=[O:29])[CH:30]3[CH2:31][CH2:32][O:33][CH2:34][CH2:35]3)[c:21](-[c:23]3[o:24][cH:25][cH:26][cH:27]3)[n:22]2)[CH2:12][CH2:13]1. Starting materials: OCCCN1C(C=2C(C1=O)=CC=CC2)=O (N-3-hydroxypropyl phthalimide), C(CC(=O)C)(=O)OCC (ethyl acetoacetate). Yields the product C(CC(=O)C)(=O)OCCCN1C(C=2C(C1=O)=CC=CC2)=O (3-phthalimidopropyl acetoacetate). Isolated yield 53.9%. As a reaction SMILES: [OH:1][CH2:2][CH2:3][CH2:4][N:5]1[C:9](=[O:10])[C:8]2=[CH:11][CH:12]=[CH:13][CH:14]=[C:7]2[C:6]1=[O:15].[C:16](OCC)(=[O:21])[CH2:17][C:18]([CH3:20])=[O:19]>>[C:16]([O:1][CH2:2][CH2:3][CH2:4][N:5]1[C:9](=[O:10])[C:8]2=[CH:11][CH:12]=[CH:13][CH:14]=[C:7]2[C:6]1=[O:15])(=[O:21])[CH2:17][C:18]([CH3:20])=[O:19]. Procedure: A solution of 22.8 g (0.111 mol) of N-3-hydroxypropyl phthalimide and 14.46 g (0.111 mol) of ethyl acetoacetate was heated at 145°-150° C. for 12 hours. Ethanol was removed with nitrogen flow during the course of the reaction. The mixture was cooled to room temperature, dissolved in dichloromethane, and washed with brine. The separated organic phase was dried over magnesium sulfate, concentrated in vacuo, and distilled at 211°-219° C. (0.125 mm Hg) to yield 17.3 g (54%) of a white solid; m.p. 67... Reactants: CC(CC(C(=O)O)CC(=O)N1CCOCC1)(C)C (4,4-Dimethyl-2-(2-morpholin-4-yl-2-oxo-ethyl)-pentanoic acid), NC([C@H](O)C1=NC(=NO1)C1=CC=CC=C1)CC ((S)-2-Amino-1-(3-phenyl-1,2,4-oxadiazol-5-yl)-butan-1-ol). The product is C1(=CC=CC=C1)C1=NOC(=N1)C(=O)C(CC)NC([C@H](CC(C)(C)C)CC(=O)N1CCOCC1)=O ((R)-4,4-Dimethyl-2-(2-morpholin-4-yl-2-oxo-ethyl)-pentanoic acid[1-(3-phenyl-1,2,4-oxadiazole-5-carbonyl)-propyl]-amide). RXN SMILES: [CH3:1][C:2]([CH3:18])([CH3:17])[CH2:3][CH:4]([CH2:8][C:9]([N:11]1[CH2:16][CH2:15][O:14][CH2:13][CH2:12]1)=[O:10])[C:5]([OH:7])=O.[NH2:19][CH:20]([CH2:34][CH3:35])[C@@H:21]([C:23]1[O:27][N:26]=[C:25]([C:28]2[CH:33]=[CH:32][CH:31]=[CH:30][CH:29]=2)[N:24]=1)[OH:22]>>[C:28]1([C:25]2[N:24]=[C:23]([C:21]([CH:20]([NH:19][C:5](=[O:7])[C@@H:4]([CH2:8][C:9]([N:11]3[CH2:16][CH2:15][O:14][CH2:13][CH2:12]3)=[O:10])[CH2:3][C:2]([CH3:1])([CH3:18])[CH3:17])[CH2:34][CH3:35])=[O:22])[O:27][N:26]=2)[CH:29]=[CH:30][CH:31]=[CH:32][CH:33]=1. Procedure details: It is similarly prepared according to general procedure given for example 10 above but using 4,4-Dimethyl-2-(2-morpholin-4-yl-2-oxo-ethyl)-pentanoic acid and (S)-2-Amino-1-(3-phenyl-1,2,4-oxadiazol-5-yl)-butan-1-ol. The reactants are [BH4-], O=C(CN1CCC(N2Cc3ccccc3OC2=O)CC1)c1ccc2c(c1)OCO2, CO, [Na+]. The product is O=C1Oc2ccccc2CN1C1CCN(CC(O)c2ccc3c(c2)OCO3)CC1. As a reaction SMILES: [BH4-:30].[CH2:1]1[O:2][c:3]2[cH:4][c:5]([C:6](=[O:7])[CH2:8][N:9]3[CH2:10][CH2:11][CH:12]([N:15]4[C:16](=[O:25])[O:17][c:18]5[c:19]([cH:21][cH:22][cH:23][cH:24]5)[CH2:20]4)[CH2:13][CH2:14]3)[cH:26][cH:27][c:28]2[O:29]1.[CH3:32][OH:33].[Na+:31]>>[CH2:1]1[O:2][c:3]2[cH:4][c:5]([CH:6]([OH:7])[CH2:8][N:9]3[CH2:10][CH2:11][CH:12]([N:15]4[C:16](=[O:25])[O:17][c:18]5[c:19]([cH:21][cH:22][cH:23][cH:24]5)[CH2:20]4)[CH2:13][CH2:14]3)[cH:26][cH:27][c:28]2[O:29]1. The reactants are COC(C(C1=CC=CC=C1)OC(=O)NC1=CC=C(C=C1)Cl)=O (Methyl((((4-chlorophenyl)amino)carbonyl)oxy)(phenyl)acetate), [OH-].[Na+] (sodium hydroxide). Solvent: CO (methanol), C1CCOC1 (THF). Product: ClC1=CC=C(C=C1)NC(=O)OC(C(=O)O)C1=CC=CC=C1 (((((4-chlorophenyl)amino)carbonyl)oxy)(phenyl)acetic acid). The yield is 88.8%. Reaction SMILES: C[O:2][C:3](=[O:22])[CH:4]([O:11][C:12]([NH:14][C:15]1[CH:20]=[CH:19][C:18]([Cl:21])=[CH:17][CH:16]=1)=[O:13])[C:5]1[CH:10]=[CH:9][CH:8]=[CH:7][CH:6]=1.[OH-].[Na+]>CO.C1COCC1>[Cl:21][C:18]1[CH:19]=[CH:20][C:15]([NH:14][C:12]([O:11][CH:4]([C:5]2[CH:6]=[CH:7][CH:8]=[CH:9][CH:10]=2)[C:3]([OH:22])=[O:2])=[O:13])=[CH:16][CH:17]=1 |f:1.2|. Procedure: Methyl((((4-chlorophenyl)amino)carbonyl)oxy)(phenyl)acetate (0.73 g) obtained in Example 3a) and 1 N sodium hydroxide (3.0 ml) were dissolved in methanol (10 ml) and THF (10 ml), and then mixed at room temperature for 15 hours. The reaction solution was then concentrated under reduced pressure, acidified by adding 1 N hydrochloric acid to the concentrated solution, and then the precipitate was collected by filtration and washed with water to obtain the title compound as pale brown powder (0.62 g... The reactants are C(C)(C)(C)OC(=O)N(C)CC(=O)O (N-tert-butoxycarbonyl-sarcosine), ON1N=NC2=C1C=CC=C2 (1-hydroxybenzotriazole), Cl.CN(CCCN=C=NCC)C (1-(3-dimethylaminopropyl)-3-ethylcarbodiimide hydrochloride), FC(C(=O)O)(F)F.C(C)(C)(C)OC(=O)N1[C@H](C(=O)O)C[C@@H](C1)O (N-tert-butoxycarbonyl-cis-4-hydroxy-L-proline trifluoroacetate). Run in C(C)N(CC)CC (triethylamine), ClCCl (dichloromethane). Run at temperature 0 celsius, time 17 hour. Product: COC([C@H]1N(C[C@H](C1)O)C(CN(C)C(=O)OC(C)(C)C)=O)=O (1-(N-tert-Butoxycarbonyl-N-Methylglycyl)-cis-4-Hydroxy-L-Proline Methyl Ester). As a reaction SMILES: F[C:2](F)(F)C(O)=O.C(O[C:13]([N:15]1[CH2:22][C@@H:21]([OH:23])[CH2:20][C@H:16]1[C:17]([OH:19])=[O:18])=[O:14])(C)(C)C.[C:24]([O:28][C:29]([N:31]([CH2:33]C(O)=O)[CH3:32])=[O:30])([CH3:27])([CH3:26])[CH3:25].ON1C2C=CC=CC=2N=N1.Cl.CN(C)CCCN=C=NCC>ClCCl.C(N(CC)CC)C>[CH3:2][O:19][C:17](=[O:18])[C@@H:16]1[CH2:20][C@H:21]([OH:23])[CH2:22][N:15]1[C:13](=[O:14])[CH2:32][N:31]([C:29]([O:28][C:24]([CH3:25])([CH3:27])[CH3:26])=[O:30])[CH3:33] |f:0.1,4.5|. Procedure: Trifluoroacetic acid (10 mL) was added to a solution of N-tert-butoxycarbonyl-cis-4-hydroxy-L-proline methyl ester (Compound D101 (J), 1.10 g) in dichloromethane (10 mL) at 0° C. After stirring at 0° C. for 10 min and at room temperature for 3 hr, the mixture was evaporated in vacuo to give a crude N-tert-butoxycarbonyl-cis-4-hydroxy-L-proline trifluoroacetate. The crude N-tert-butoxycarbonyl-cis-4-hydroxy-L-proline trifluoroacetate was dissolved in dichloromethane (20 mL), and N-tert-butoxycarb...